From a dataset of the Open Reaction Database (ORD), a public repository of structured organic reaction records. describe an organic reaction: reactants, conditions, products, and yield Starting materials: C(C)(=O)OC(CCCCN1C(=O)N(C=2N=CN(C2C1=O)C)CCCCCCNC(CCCC[C@H]1SC[C@@H]2NC(=O)N[C@H]12)=O)C ((R)-1-(5-acetoxyhexyl)-3-(N-biotinyl-6-aminohexyl)-7-methylxanthine), solution, N (ammonia). The reagents and catalysts are Cl (hydrochloric acid). Solvent: CO (methanol), CO (methanol). Run at time 14 hour. Yields the product C(CCCC[C@@H]1SC[C@@H]2NC(=O)N[C@H]12)(=O)NCCCCCCN1C(N(C(C=2N(C=NC12)C)=O)CCCC[C@@H](C)O)=O ((R)-3-(N-biotinyl-6-aminohexyl)-1-(5-hydroxyhexyl)-7-methylxanthine). Isolated yield 64.3%. As a reaction SMILES: C([O:4][CH:5]([CH3:44])[CH2:6][CH2:7][CH2:8][CH2:9][N:10]1[C:19](=[O:20])[C:18]2[N:17]([CH3:21])[CH:16]=[N:15][C:14]=2[N:13]([CH2:22][CH2:23][CH2:24][CH2:25][CH2:26][CH2:27][NH:28][C:29](=[O:43])[CH2:30][CH2:31][CH2:32][CH2:33][C@@H:34]2[C@@H:42]3[C@@H:37]([NH:38][C:39]([NH:41]3)=[O:40])[CH2:36][S:35]2)[C:11]1=[O:12])(=O)C.N>CO.Cl>[C:29]([NH:28][CH2:27][CH2:26][CH2:25][CH2:24][CH2:23][CH2:22][N:13]1[C:14]2[N:15]=[CH:16][N:17]([CH3:21])[C:18]=2[C:19](=[O:20])[N:10]([CH2:9][CH2:8][CH2:7][CH2:6][C@H:5]([OH:4])[CH3:44])[C:11]1=[O:12])(=[O:43])[CH2:30][CH2:31][CH2:32][CH2:33][C@H:34]1[C@@H:42]2[C@@H:37]([NH:38][C:39]([NH:41]2)=[O:40])[CH2:36][S:35]1. Reported procedure: A solution of (R)-1-(5-acetoxyhexyl)-3-(N-biotinyl-6-aminohexyl)-7-methylxanthine (110 mg) in methanol (10 ml) was treated with one drop of concentrated hydrochloric acid solution. After stirring al room temperature for 14 hours, the mixture was treated with 2M solution of ammonia in methanol (3 ml) and concentrated under reduced pressure. The residue was purified by flash chromatography on silica gel eluting with 20methano/dichloromethane to provide (R)-3-(N-biotinyl-6-aminohexyl)-1-(5-hydroxyh... The reactants are CC1=C(C=NC=C1)OC[C@H]1NCCC1 (4-methyl-3-(2-(S)-pyrrolidinylmethoxy)pyridine), C(=O)O.C=O (formic acid formaldehyde). The product is CC1=C(C=NC=C1)OC[C@H]1N(CCC1)C (4-methyl-3-((1-methyl-2-(S)-pyrrolidinyl)methoxy)pyridine). RXN SMILES: [CH3:1][C:2]1[CH:7]=[CH:6][N:5]=[CH:4][C:3]=1[O:8][CH2:9][C@@H:10]1[CH2:14][CH2:13][CH2:12][NH:11]1.[CH:15](O)=O.C=O>>[CH3:1][C:2]1[CH:7]=[CH:6][N:5]=[CH:4][C:3]=1[O:8][CH2:9][C@@H:10]1[CH2:14][CH2:13][CH2:12][N:11]1[CH3:15] |f:1.2|. Procedure: To a 330 mg sample of 4-methyl-3-(2-(S)-pyrrolidinylmethoxy)pyridine (from Example 27 above) was added a solution of formic acid/formaldehyde (1:2, 2 mL). The mixture was heated at reflux for 5 hours, and the volatiles were removed by evaporation. The residue was dissolved in 1 mL of 20% NaOH. The solution was extracted with CH2Cl2 (3×), then the organic layer was dried (Na2SO4) and concentrated. The crude product was purified by chromatography over silica gel to afford 295 mg of the title compo... Reactants: C=CC1=CC=CC=C1 (styrene), C(C(=C)C)(=O)OC (methyl methacrylate), methylaluminoxane, Example 1 ( 1 ). Reagents/catalysts: C[O-].C[O-].C[O-].C[Ti](C1C=CC=C1)(C)(C)(C)C (pentamethylcyclopentadienyltitanium trimethoxide). The solvent is CO (methanol). Run at temperature 40 celsius, time 30 minute. Yields the product CC(=C)C(=O)OC.C=CC1=CC=CC=C1 (Styrene-Methyl Methacrylate Copolymer). RXN SMILES: [CH2:1]=[CH:2][C:3]1[CH:8]=[CH:7][CH:6]=[CH:5][CH:4]=1.[C:9]([O:14][CH3:15])(=[O:13])[C:10]([CH3:12])=[CH2:11]>C[O-].C[O-].C[O-].C[Ti](C)(C)(C)(C)C1C=CC=C1.CO>[CH3:12][C:10]([C:9]([O:14][CH3:15])=[O:13])=[CH2:11].[CH2:1]=[CH:2][C:3]1[CH:8]=[CH:7][CH:6]=[CH:5][CH:4]=1 |f:2.3.4.5,7.8|. Procedure details: In a 0.5-liter reactor equipped with a stirrer were placed 100 ml of styrene and 10.0 mmol as aluminum atom of methylaluminoxane obtained in the above Example 1 (1), and the resultant was stirred at the polymerization temperature of 40° C. for 30 minutes. Subsequently, 0.05 mmol as titanium atom of pentamethylcyclopentadienyltitanium trimethoxide was added, followed by 100 ml of methyl methacrylate. Then, polymerization was carried out at 70° C. for 4 hours with stirring. After the reaction was ... The reactants are [I-].FC(C=1C=C(CN(C(=O)C2=C(C=3C(=[N+](C=CC3)C)C(N2C)=O)C2=CC=C(C=C2)F)C)C=C(C1)C(F)(F)F)(F)F (6-[N-[3,5-Bis(trifluoromethyl)benzyl]-N-methylamino carbonyl]-5-(4-fluorophenyl)-7,8-dihydro-1,7-dimethyl-8-oxopyrido[3,4-b]pyridinium iodide), [BH4-].[Na+] (sodium borohydride). The solvent is CO (methanol). Product: FC(C=1C=C(CN(C(=O)C2=C(C3=C(N(CC=C3)C)C(N2C)=O)C2=CC=C(C=C2)F)C)C=C(C1)C(F)(F)F)(F)F (N-[3,5-bis(trifluoromethyl)benzyl]-5-(4-fluorophenyl)-1,2,7,8-tetrahydro-N,1,7-trimethyl-8-oxo-6-pyrido[3,4-b]pyridinecarboxamide). RXN SMILES: [I-].[F:2][C:3]([F:40])([F:39])[C:4]1[CH:5]=[C:6]([CH:32]=[C:33]([C:35]([F:38])([F:37])[F:36])[CH:34]=1)[CH2:7][N:8]([CH3:31])[C:9]([C:11]1[N:21]([CH3:22])[C:20](=[O:23])[C:14]2=[N+:15]([CH3:19])[CH:16]=[CH:17][CH:18]=[C:13]2[C:12]=1[C:24]1[CH:29]=[CH:28][C:27]([F:30])=[CH:26][CH:25]=1)=[O:10].[BH4-].[Na+]>CO>[F:39][C:3]([F:2])([F:40])[C:4]1[CH:5]=[C:6]([CH:32]=[C:33]([C:35]([F:37])([F:36])[F:38])[CH:34]=1)[CH2:7][N:8]([CH3:31])[C:9]([C:11]1[N:21]([CH3:22])[C:20](=[O:23])[C:14]2[N:15]([CH3:19])[CH2:16][CH:17]=[CH:18][C:13]=2[C:12]=1[C:24]1[CH:25]=[CH:26][C:27]([F:30])=[CH:28][CH:29]=1)=[O:10] |f:0.1,2.3|. Procedure details: To a solution of the compound (310 mg) obtained in Example 29 in methanol (15 ml) was added portionwise sodium borohydride (50 mg) at room temperature while stirring. This mixture was stirred for 15 minutes at room temperature, which was then concentrated. To the concentrate was added ethyl acetate, which was washed with water and dried, then the solvent was distilled off to leave N-[3,5-bis(trifluoromethyl)benzyl]-5-(4-fluorophenyl)-1,2,7,8-tetrahydro-N,1,7-trimethyl-8-oxo-6-pyrido[3,4-b]pyridi...